Dataset: the Open Reaction Database (ORD), a public repository of structured organic reaction records. Task: describe an organic reaction: reactants, conditions, products, and yield Reactants: O=C([O-])[O-], CN(C)C=O, ClCc1ccc(Cl)cc1, O=c1cc(O)cnn1-c1ccc(Cl)cc1, [K+], [K+]. Product: O=c1cc(OCc2ccc(Cl)cc2)cnn1-c1ccc(Cl)cc1. As a reaction SMILES: [C:25](=[O:26])([O-:27])[O-:28].[CH3:31][N:32]([CH3:33])[CH:34]=[O:35].[Cl:16][c:17]1[cH:18][cH:19][c:20]([CH2:21][Cl:22])[cH:23][cH:24]1.[Cl:1][c:2]1[cH:3][cH:4][c:5](-[n:8]2[n:9][cH:10][c:11]([OH:15])[cH:12][c:13]2=[O:14])[cH:6][cH:7]1.[K+:29].[K+:30]>>[Cl:1][c:2]1[cH:3][cH:4][c:5](-[n:8]2[n:9][cH:10][c:11]([O:15][CH2:21][c:20]3[cH:19][cH:18][c:17]([Cl:16])[cH:24][cH:23]3)[cH:12][c:13]2=[O:14])[cH:6][cH:7]1. The reactants are [OH-].[Na+] (NaOH), O1COC2=C1C=CC(=C2)C(CC(CC(=O)O)(C)C)=O (5-(1,3-benzodioxol-5-yl)-3,3-dimethyl-5-oxopentanoic acid), C(C)(C)N(C(C)C)CC (N,N-diisopropylethylamine), C1(=CC=CC=C1)P(=O)(C1=CC=CC=C1)N=[N+]=[N-] (diphenylphosphorylazide). Solvent: C(Cl)(Cl)Cl (chloroform), O (water), C(Cl)(Cl)Cl (chloroform). Conditions: time 2 day. Product: O1COC2=C1C=CC(=C2)C=2CC(CN2)(C)C (5-(1,3-benzodioxol-5-yl)-3,3-dimethyl-3,4-dihydro-2H-pyrrole). The yield is 36.2%. As a reaction SMILES: [O:1]1[C:5]2[CH:6]=[CH:7][C:8]([C:10](=O)[CH2:11][C:12]([CH3:18])([CH3:17])[CH2:13]C(O)=O)=[CH:9][C:4]=2[O:3][CH2:2]1.C([N:23](CC)C(C)C)(C)C.C1(P(N=[N+]=[N-])(C2C=CC=CC=2)=O)C=CC=CC=1.[OH-].[Na+]>C(Cl)(Cl)Cl.O>[O:1]1[C:5]2[CH:6]=[CH:7][C:8]([C:10]3[CH2:11][C:12]([CH3:18])([CH3:17])[CH2:13][N:23]=3)=[CH:9][C:4]=2[O:3][CH2:2]1 |f:3.4|. Procedure details: To a solution of 5-(1,3-benzodioxol-5-yl)-3,3-dimethyl-5-oxopentanoic acid (444 mg, 1.68 mmol) and N,N-diisopropylethylamine (0.292 mL, 1.68 mmol) in chloroform, add diphenylphosphorylazide (0.364 mL, 1.68 mmol). Stir at room temperature for 2 days, then treat with 2N NaOH. After 1 h, dilute the reaction with chloroform and water, then separate the organic layer and dry with magnesium sulfate, filter, and concentrate under reduced pressure to obtain 132 mg (36%) of the title compound. MS: 218 [M...